Dataset: the Open Reaction Database (ORD), a public repository of structured organic reaction records. Task: describe an organic reaction: reactants, conditions, products, and yield Product: CC(=O)Nc1nc2c(Oc3cc(-c4ccc(C(F)(F)F)nc4NC(C)C4CCCN4C(C)C)ncn3)cccc2s1. Reaction SMILES: [CH3:39][C:40]([CH3:41])=[O:42].[NH:1]1[CH:2]([CH:6]([CH3:7])[NH:8][c:9]2[n:10][c:11]([C:35]([F:36])([F:37])[F:38])[cH:12][cH:13][c:14]2-[c:15]2[cH:16][c:17]([O:21][c:22]3[cH:23][cH:24][cH:25][c:26]4[c:27]3[n:28][c:29]([NH:31][C:32]([CH3:33])=[O:34])[s:30]4)[n:18][cH:19][n:20]2)[CH2:3][CH2:4][CH2:5]1>>[N:1]1([CH:40]([CH3:39])[CH3:41])[CH:2]([CH:6]([CH3:7])[NH:8][c:9]2[n:10][c:11]([C:35]([F:36])([F:37])[F:38])[cH:12][cH:13][c:14]2-[c:15]2[cH:16][c:17]([O:21][c:22]3[cH:23][cH:24][cH:25][c:26]4[c:27]3[n:28][c:29]([NH:31][C:32]([CH3:33])=[O:34])[s:30]4)[n:18][cH:19][n:20]2)[CH2:3][CH2:4][CH2:5]1. Starting materials: CC(C)=O, CC(=O)Nc1nc2c(Oc3cc(-c4ccc(C(F)(F)F)nc4NC(C)C4CCCN4)ncn3)cccc2s1. Starting materials: C(C)OC(=O)C=1N(C2=CC=C(C=C2C1)CC1(OCCO1)C)CC1=CC=C(C=C1)NS(=O)(=O)CC(F)(F)F (1-[4-(2,2,2-trifluoro-ethanesulfonylamino)-benzyl]-5-(2-methyl-[1,3]dioxolan-2-ylmethyl)-1H-indole-2-carboxylic acid ethyl ester), S(O)(O)(=O)=O (sulfuric acid). Solvent: CC(=O)C (acetone). Run at time 45 minute. Product: C(C)OC(=O)C=1N(C2=CC=C(C=C2C1)CC(C)=O)CC1=CC=C(C=C1)NS(=O)(=O)CC(F)(F)F (1-[4-(2.2.2-Trifluoro-ethanesulfonylamino)-benzyl]-5-(2-oxo-propyl)-1H-indole-2-carboxylic Acid Ethyl Ester). Yield: 59.6%. Reaction SMILES: [CH2:1]([O:3][C:4]([C:6]1[N:7]([CH2:22][C:23]2[CH:28]=[CH:27][C:26]([NH:29][S:30]([CH2:33][C:34]([F:37])([F:36])[F:35])(=[O:32])=[O:31])=[CH:25][CH:24]=2)[C:8]2[C:13]([CH:14]=1)=[CH:12][C:11]([CH2:15][C:16]1([CH3:21])OCC[O:17]1)=[CH:10][CH:9]=2)=[O:5])[CH3:2].S(=O)(=O)(O)O>CC(C)=O>[CH2:1]([O:3][C:4]([C:6]1[N:7]([CH2:22][C:23]2[CH:28]=[CH:27][C:26]([NH:29][S:30]([CH2:33][C:34]([F:37])([F:36])[F:35])(=[O:32])=[O:31])=[CH:25][CH:24]=2)[C:8]2[C:13]([CH:14]=1)=[CH:12][C:11]([CH2:15][C:16](=[O:17])[CH3:21])=[CH:10][CH:9]=2)=[O:5])[CH3:2]. Reported procedure: To a solution of crude 1-[4-(2,2,2-trifluoro-ethanesulfonylamino)-benzyl]-5-(2-methyl-[1,3]dioxolan-2-ylmethyl)-1H-indole-2-carboxylic acid ethyl ester (2.85 g, ≈5 mmol) in acetone (60 ml) was added concentrated sulfuric acid (0.6 ml). The solution was stirred at room temperature for about 45 minutes, and most of the solvent was removed under reduced pressure. The residue was taken up in ethyl acetate, washed with water and brine, dried over sodium sulfate, and concentrated in vacuo. The residue... The reactants are ClC1=CC=C(C=C1)C1CC(NC1)=O (4-(p-chlorophenyl)-2-oxopyrrolidine), [Na] (sodium), C(C)OC(CBr)=O (bromoacetic acid ethyl ester). Solvent: C(C)O (ethanol). Conditions: time 2 hour. Product: C(C)OC(CN1C(CC(C1)C1=CC=C(C=C1)Cl)=O)=O (2-[4-(p-chlorophenyl)-2-oxopyrrolidin-1-yl]-acetic acid ethyl ester). Reaction SMILES: [Na].[Cl:2][C:3]1[CH:8]=[CH:7][C:6]([CH:9]2[CH2:13][NH:12][C:11](=[O:14])[CH2:10]2)=[CH:5][CH:4]=1.[CH2:15]([O:17][C:18](=[O:21])[CH2:19]Br)[CH3:16]>C(O)C>[CH2:15]([O:17][C:18](=[O:21])[CH2:19][N:12]1[CH2:13][CH:9]([C:6]2[CH:5]=[CH:4][C:3]([Cl:2])=[CH:8][CH:7]=2)[CH2:10][C:11]1=[O:14])[CH3:16] |^1:0|. Procedure details: 13 g (565 mmol) of sodium are added in portions to 410 ml of ethanol. After it has dissolved completely, 107 g (545 mmol) of 4-(p-chlorophenyl)-2-oxopyrrolidine are added, the whole is stirred at room temperature for 2 hours, concentrated to dryness by evaporation under reduced pressure and dried overnight at 100° under reduced pressure. The resulting sodium 4-(p-chlorophenyl)-2-oxopyrrolidine is made into a slurry in 340 ml of toluene, and a solution of 63.7 ml (95.9 g; 574 mmol) of bromoacetic... Reactants: acid 7, C=1C=CC2=C(C1)N=NN2O (HOBT), N (NH3), CN(C)C(=[N+](C)C)ON1C2=C(C=CC=C2)N=N1.[B-](F)(F)(F)F (TBTU), CCN(C(C)C)C(C)C (DIEA), CN(C)C=O (DMF). Solvent: O (water). Product: C1(CCCCC1)C=1NC(=CC1C(=O)N)C1=CC=NC=C1 (2-cyclohexyl-5-pyridin-4-yl-1H-pyrrole-3-carboxylic acid amide). Yield: 43.0%. RXN SMILES: [CH:1]1[CH:2]=[CH:3][C:4]2N(O)N=N[C:5]=2[CH:6]=1.[NH3:11].CN(C(ON1N=N[C:22]2[CH:23]=C[CH:25]=[CH:26][C:21]1=2)=[N+](C)C)C.[B-](F)(F)(F)F.CC[N:36]([CH:40]([CH3:42])C)[CH:37]([CH3:39])C.C[N:44]([CH:46]=[O:47])C>O>[CH:5]1([C:23]2[NH:11][C:26]([C:25]3[CH:39]=[CH:37][N:36]=[CH:40][CH:42]=3)=[CH:21][C:22]=2[C:46]([NH2:44])=[O:47])[CH2:4][CH2:3][CH2:2][CH2:1][CH2:6]1 |f:2.3|. Procedure details: A solution of acid 7 (0.3 g, 1 mmol), HOBT.NH3 (0.3 g, 2 mmol), TBTU (0.64 g, 2 mmol), DIEA (1 mL, 6 mmol) in DMF (4 mL) was stirred at rt for 6 h. The reaction mixture was poured into water and the aqueous phase was extracted (×3) with EtOAc. The organic phase was washed with 1N NaOH, then with water, brine, dried (Na2SO4) and concentrated. The crude material was purified by silica gel chromatography (DCM/MeOH 12:1) to yield 2-cyclohexyl-5-pyridin-4-yl-1H-pyrrole-3-carboxylic acid amide (0.12 g...